From a dataset of the Open Reaction Database (ORD), a public repository of structured organic reaction records. describe an organic reaction: reactants, conditions, products, and yield The reactants are O=C([O-])[O-], CCOC(=O)C1Cc2cc(S(=O)(=O)N(C)C)c(Cl)c(Cl)c2O1, Cl, [K+], [K+], C1CCOC1. Product: CN(C)S(=O)(=O)c1cc2c(c(Cl)c1Cl)OC(C(=O)O)C2. As a reaction SMILES: [C:23](=[O:24])([O-:25])[O-:26].[CH3:1][N:2]([S:3](=[O:4])(=[O:5])[c:6]1[c:7]([Cl:21])[c:8]([Cl:20])[c:9]2[c:10]([cH:19]1)[CH2:11][CH:12]([C:14](=[O:15])[O:16][CH2:17][CH3:18])[O:13]2)[CH3:22].[ClH:29].[K+:27].[K+:28].[O:30]1[CH2:31][CH2:32][CH2:33][CH2:34]1>>[CH3:1][N:2]([S:3](=[O:4])(=[O:5])[c:6]1[c:7]([Cl:21])[c:8]([Cl:20])[c:9]2[c:10]([cH:19]1)[CH2:11][CH:12]([C:14](=[O:15])[OH:16])[O:13]2)[CH3:22]. Reactants: [N+](=O)([O-])C=1C=C(COCC(=O)OC(C)(C)C)C=CC1 (t-Butyl 3-nitrobenzyloxyacetate). Solvent: C(=O)O (formic acid). Reaction conditions: time 48 hour. Product: [N+](=O)([O-])C=1C=C(COCC(=O)O)C=CC1 (3-nitrobenzyloxyacetic acid). The yield is 98.7%. As a reaction SMILES: [N+:1]([C:4]1[CH:5]=[C:6]([CH:17]=[CH:18][CH:19]=1)[CH2:7][O:8][CH2:9][C:10]([O:12]C(C)(C)C)=[O:11])([O-:3])=[O:2]>C(O)=O>[N+:1]([C:4]1[CH:5]=[C:6]([CH:17]=[CH:18][CH:19]=1)[CH2:7][O:8][CH2:9][C:10]([OH:12])=[O:11])([O-:3])=[O:2]. Procedure: t-Butyl 3-nitrobenzyloxyacetate (5 g, 18.7 mM) was dissolved in formic acid (50 ml) and stirred at ambient temperature for 48 hours. Solvents were removed to give 3-nitrobenzyloxyacetic acid (3.9 g, 98%). NMR (DMSO-d6): δ4.15 (s, 2H); 4.69 (s, 2H); 7.66 (t, 1H); 7.81 (d, 1H); 8.13-8.22 (m, 2H); 12.73 (br, 1H). The reactants are CN1CCC(CC1)C1=NNC2=CC=CC=C12 (3-(1-methyl-4-piperidinyl)-1H-indazole), ClC=1C=C(C(=O)Cl)C=CC1Cl (3,4-dichlorobenzoyl chloride). The solvent is CCOCC (ether). Conditions: temperature 100 celsius. The product is ClC=1C=C(C(=O)N2N=C(C3=CC=CC=C23)C2CCN(CC2)C)C=CC1Cl (1-(3,4-Dichlorobenzoyl)-3-(1-methyl-4-piperidinyl)-1H-indazole). Yield: 57.0%. As a reaction SMILES: [CH3:1][N:2]1[CH2:7][CH2:6][CH:5]([C:8]2[C:16]3[C:11](=[CH:12][CH:13]=[CH:14][CH:15]=3)[NH:10][N:9]=2)[CH2:4][CH2:3]1.[Cl:17][C:18]1[CH:19]=[C:20]([CH:24]=[CH:25][C:26]=1[Cl:27])[C:21](Cl)=[O:22]>CCOCC>[Cl:17][C:18]1[CH:19]=[C:20]([CH:24]=[CH:25][C:26]=1[Cl:27])[C:21]([N:10]1[C:11]2[C:16](=[CH:15][CH:14]=[CH:13][CH:12]=2)[C:8]([CH:5]2[CH2:4][CH2:3][N:2]([CH3:1])[CH2:7][CH2:6]2)=[N:9]1)=[O:22]. Procedure: A mixture of 3.0 g of 3-(1-methyl-4-piperidinyl)-1H-indazole and 8 ml of 3,4-dichlorobenzoyl chloride was heated at 100° C. in a steam bath for 4 hrs. After the reaction mixture cooled to ambient temperature, ether was added and the salt was collected. The salt was mixed with water and ammonium hydroxide solution was added until the mixture was basic. The mixture was warmed on the steam bath for about 5 mins, cooled and extracted with dichloromethane. Evaporation of the dichloromethane in vacuo ... Reactants: CN(C)CC=1C=C(CSCCN)C=CC1 (2-[3-(dimethylaminomethyl)benzylthio]ethylamine), [N+](=O)([O-])NC1=NC=C(C(N1)=O)CC1=NC=CC(=C1)OC (2-nitroamino-5-(4-methoxy-2-pyridylmethyl)-4-pyrimidone). Run in C(C)O (ethanol). Product: CN(C)CC=1C=C(CSCCNC2=NC=C(C(N2)=O)CC2=NC=CC(=C2)OC)C=CC1 (2-[2-(3-(dimethylaminomethyl)benzylthio)ethylamino]-5-(4-methoxy-2-pyridylmethyl)-4-pyrimidone). Reaction SMILES: [CH3:1][N:2]([CH2:4][C:5]1[CH:6]=[C:7]([CH:13]=[CH:14][CH:15]=1)[CH2:8][S:9][CH2:10][CH2:11][NH2:12])[CH3:3].[N+](N[C:20]1[NH:25][C:24](=[O:26])[C:23]([CH2:27][C:28]2[CH:33]=[C:32]([O:34][CH3:35])[CH:31]=[CH:30][N:29]=2)=[CH:22][N:21]=1)([O-])=O>C(O)C>[CH3:3][N:2]([CH2:4][C:5]1[CH:6]=[C:7]([CH:13]=[CH:14][CH:15]=1)[CH2:8][S:9][CH2:10][CH2:11][NH:12][C:20]1[NH:25][C:24](=[O:26])[C:23]([CH2:27][C:28]2[CH:33]=[C:32]([O:34][CH3:35])[CH:31]=[CH:30][N:29]=2)=[CH:22][N:21]=1)[CH3:1]. Reported procedure: Reaction of 2-[3-(dimethylaminomethyl)benzylthio]ethylamine with 2-nitroamino-5-(4-methoxy-2-pyridylmethyl)-4-pyrimidone in refluxing ethanol gives 2-[2-(3-(dimethylaminomethyl)benzylthio)ethylamino]-5-(4-methoxy-2-pyridylmethyl)-4-pyrimidone which when reacted with boron tribromide gives 2-[2-(3-(dimethylaminomethyl)benzylthio)ethylamino]-5(4-hydroxy-2-pyridylmethyl)-4-pyrimidone. Starting materials: ClC1=CC(=C(C#N)C=C1)C1=CC(NC=C1OC)=O (4-chloro-2-(5-methoxy-2-oxo-1,2-dihydropyridin-4-yl)benzonitrile), [H-].[Na+] (sodium hydride), CC(C(C(=O)OCC)OS(=O)(=O)C(F)(F)F)C (ethyl 3-methyl-2-{[(trifluoromethyl)sulphonyl]oxy}butanoate). Yields the product ClC=1C=CC(=C(C1)C1=CC(N(C=C1OC)C(C(=O)OCC)C(C)C)=O)C#N (Ethyl 2-[4-(5-chloro-2-cyanophenyl)-5-methoxy-2-oxopyridin-1(2H)-yl]-3-methylbutanoate). Reaction SMILES: [Cl:1][C:2]1[CH:9]=[CH:8][C:5]([C:6]#[N:7])=[C:4]([C:10]2[C:15]([O:16][CH3:17])=[CH:14][NH:13][C:12](=[O:18])[CH:11]=2)[CH:3]=1.[H-].[Na+].[CH3:21][CH:22]([CH3:37])[CH:23](OS(C(F)(F)F)(=O)=O)[C:24]([O:26][CH2:27][CH3:28])=[O:25]>>[Cl:1][C:2]1[CH:9]=[CH:8][C:5]([C:6]#[N:7])=[C:4]([C:10]2[C:15]([O:16][CH3:17])=[CH:14][N:13]([CH:23]([CH:22]([CH3:37])[CH3:21])[C:24]([O:26][CH2:27][CH3:28])=[O:25])[C:12](=[O:18])[CH:11]=2)[CH:3]=1 |f:1.2|. Reported procedure: 3.50 g (13.4 mmol) of 4-chloro-2-(5-methoxy-2-oxo-1,2-dihydropyridin-4-yl)benzonitrile in the presence of 1.5 eq. of sodium hydride and 5.60 g (20.1 mmol, 1.5 eq.) of ethyl 3-methyl-2-{[(trifluoromethyl)sulphonyl]oxy}butanoate (racemate) were reacted at RT according to General Method 4E. The crude product was purified by flash chromatography (silica gel 50, cyclohexane/ethyl acetate mixtures). Yield: 3.70 g (66% of theory)